From a dataset of the Open Reaction Database (ORD), a public repository of structured organic reaction records. describe an organic reaction: reactants, conditions, products, and yield Procedure details: n-Butyllithium (2.83 ml, 1.8M in hexanes) was added dropwise to a solution of diisopropylamine (0.71 ml) in dry tetrahydrofuran (5 ml) at ambient temperature. After 15 minutes the solution was cooled to -23° C. and treated slowly with a solution of 1-cyclobutyl-7-methoxy-3,4-dihydroisoquinoline (1 g) in tetrahydrofuran (11 ml). The dark green solution was stirred for 30 minutes, further cooled to -78° C. and treated with 1-bromo-2-methylpropane (5.1 ml). After 1 hour at -78° C. the mixture was a... Product: COC1=CC=C2CCN=C(C2=C1)C1(CCC1)CC(C)C (7-methoxy-1-[1-(2-methylpropyl)cyclobutyl]-3,4-dihydroisoquinoline). Solvent: O1CCCC1 (tetrahydrofuran), O1CCCC1 (tetrahydrofuran). Reactants: C1(CCC1)C1=NCCC2=CC=C(C=C12)OC (1-cyclobutyl-7-methoxy-3,4-dihydroisoquinoline), BrCC(C)C (1-bromo-2-methylpropane), C(CCC)[Li] (n-Butyllithium), C(C)(C)NC(C)C (diisopropylamine). As a reaction SMILES: C([Li])CCC.C(NC(C)C)(C)C.[CH:13]1([C:17]2[C:26]3[C:21](=[CH:22][CH:23]=[C:24]([O:27][CH3:28])[CH:25]=3)[CH2:20][CH2:19][N:18]=2)[CH2:16][CH2:15][CH2:14]1.Br[CH2:30][CH:31]([CH3:33])[CH3:32]>O1CCCC1>[CH3:28][O:27][C:24]1[CH:25]=[C:26]2[C:21]([CH2:20][CH2:19][N:18]=[C:17]2[C:13]2([CH2:30][CH:31]([CH3:33])[CH3:32])[CH2:14][CH2:15][CH2:16]2)=[CH:22][CH:23]=1. Reaction conditions: temperature -23 celsius, time 30 minute. The reactants are C=CC(=O)OC, O=C([O-])O, CCOC(C)=O, [Na+], O, ON=C(Cl)c1ccccc1. The product is COC(=O)C1CC(c2ccccc2)=NO1. As a reaction SMILES: [C:11]([CH:12]=[CH2:13])(=[O:14])[O:15][CH3:16].[C:17](=[O:18])([OH:19])[O-:20].[CH3:23][CH2:24][O:25][C:26](=[O:27])[CH3:28].[Na+:21].[OH2:22].[OH:1][N:2]=[C:3]([c:4]1[cH:5][cH:6][cH:7][cH:8][cH:9]1)[Cl:10]>>[O:1]1[N:2]=[C:3]([c:4]2[cH:5][cH:6][cH:7][cH:8][cH:9]2)[CH2:13][CH:12]1[C:11](=[O:14])[O:15][CH3:16]. The reactants are NC([C@H](CC(C)C)NC([C@H](C(C)(C)C)NC(=O)N1N=C(C=2CN(CCC21)C)C2=C(C=C(C(=C2)F)F)F)=O)=O (N-((S)-1-((S)-1-amino-4-methyl-1-oxopentan-2-ylamino)-3,3-dimethyl-1-oxobutan-2-yl)-5-methyl-3-(2,4,5-trifluorophenyl)-4,5,6,7-tetrahydro-1H-pyrazolo[4,3-c]pyridine-1-carboxamide), NCCCO (3-amino-propan-1-ol). The product is OCCCNC([C@H](C(C)(C)C)NC(=O)N1N=C(C=2CN(CCC21)C)C2=C(C=C(C(=C2)F)F)F)=O ((S)-N-(1-(3-hydroxypropylamino)-3,3-dimethyl-1-oxobutan-2-yl)-5-methyl-3-(2,4,5-trifluorophenyl)-4,5,6,7-tetrahydro-1H-pyrazolo[4,3-c]pyridine-1-carboxamide). As a reaction SMILES: NC(=O)[C@@H:3]([NH:8][C:9](=[O:37])[C@@H:10]([NH:15][C:16]([N:18]1[C:26]2[CH2:25][CH2:24][N:23]([CH3:27])[CH2:22][C:21]=2[C:20]([C:28]2[CH:33]=[C:32]([F:34])[C:31]([F:35])=[CH:30][C:29]=2[F:36])=[N:19]1)=[O:17])[C:11]([CH3:14])([CH3:13])[CH3:12])[CH2:4][CH:5](C)C.NCCC[OH:43]>>[OH:43][CH2:5][CH2:4][CH2:3][NH:8][C:9](=[O:37])[C@@H:10]([NH:15][C:16]([N:18]1[C:26]2[CH2:25][CH2:24][N:23]([CH3:27])[CH2:22][C:21]=2[C:20]([C:28]2[CH:33]=[C:32]([F:34])[C:31]([F:35])=[CH:30][C:29]=2[F:36])=[N:19]1)=[O:17])[C:11]([CH3:13])([CH3:12])[CH3:14]. Procedure: Compound 80 was prepared according to the procedure described for the synthesis of compound 72 by replacing leucine amide with 3-amino-propan-1-ol. LCMS (+ESI) m/z=482.3 [M+H]+.